This data is from the Open Reaction Database (ORD), a public repository of structured organic reaction records. The task is: describe an organic reaction: reactants, conditions, products, and yield Reactants: CCN=C=O, COc1ccc(CCNc2cc(-c3cccc(N)c3)nc(OC)n2)cc1, c1ccncc1. Product: CCNC(=O)Nc1cccc(-c2cc(NCCc3ccc(OC)cc3)nc(OC)n2)c1. As a reaction SMILES: [CH2:27]([CH3:28])[N:29]=[C:30]=[O:31].[NH2:1][c:2]1[cH:3][c:4](-[c:8]2[cH:9][c:10]([NH:16][CH2:17][CH2:18][c:19]3[cH:20][cH:21][c:22]([O:25][CH3:26])[cH:23][cH:24]3)[n:11][c:12]([O:14][CH3:15])[n:13]2)[cH:5][cH:6][cH:7]1.[cH:32]1[cH:33][cH:34][n:35][cH:36][cH:37]1>>[NH:1]([c:2]1[cH:3][c:4](-[c:8]2[cH:9][c:10]([NH:16][CH2:17][CH2:18][c:19]3[cH:20][cH:21][c:22]([O:25][CH3:26])[cH:23][cH:24]3)[n:11][c:12]([O:14][CH3:15])[n:13]2)[cH:5][cH:6][cH:7]1)[C:30]([NH:29][CH2:27][CH3:28])=[O:31].